Dataset: the Open Reaction Database (ORD), a public repository of structured organic reaction records. Task: describe an organic reaction: reactants, conditions, products, and yield Starting materials: NCC1(SCc2ccccc2)CCCCC1, CC(C)c1cccc(C(C)C)c1N=C=O. Yields the product CC(C)c1cccc(C(C)C)c1NC(=O)NCC1(SCc2ccccc2)CCCCC1. As a reaction SMILES: [CH2:1]([c:2]1[cH:3][cH:4][cH:5][cH:6][cH:7]1)[S:8][C:9]1([CH2:15][NH2:16])[CH2:10][CH2:11][CH2:12][CH2:13][CH2:14]1.[CH:17]([CH3:18])([CH3:19])[c:20]1[c:21]([N:29]=[C:30]=[O:31])[c:22]([CH:26]([CH3:27])[CH3:28])[cH:23][cH:24][cH:25]1>>[CH2:1]([c:2]1[cH:3][cH:4][cH:5][cH:6][cH:7]1)[S:8][C:9]1([CH2:15][NH:16][C:30]([NH:29][c:21]2[c:20]([CH:17]([CH3:18])[CH3:19])[cH:25][cH:24][cH:23][c:22]2[CH:26]([CH3:27])[CH3:28])=[O:31])[CH2:10][CH2:11][CH2:12][CH2:13][CH2:14]1.